The task is: describe an organic reaction: reactants, conditions, products, and yield. This data is from the Open Reaction Database (ORD), a public repository of structured organic reaction records. Reactants: CCOC(=O)C(C)(C)Oc1ccc(CCNCc2ccc(OC(F)(F)F)cc2)cc1, O=Cc1ccc(Cl)nc1, [K+], [K+], O=C([O-])[O-], CN(C)C=O. Yields the product CCOC(=O)C(C)(C)Oc1ccc(CCN(Cc2ccc(OC(F)(F)F)cc2)c2ccc(C=O)cn2)cc1. RXN SMILES: [CH3:1][C:2]([C:3](=[O:4])[O:5][CH2:6][CH3:7])([CH3:8])[O:9][c:10]1[cH:11][cH:12][c:13]([CH2:16][CH2:17][NH:18][CH2:19][c:20]2[cH:21][cH:22][c:23]([O:26][C:27]([F:28])([F:29])[F:30])[cH:24][cH:25]2)[cH:14][cH:15]1.[Cl:31][c:32]1[n:33][cH:34][c:35]([CH:36]=[O:37])[cH:38][cH:39]1.[K+:40].[K+:41].[O-:42][C:43]([O-:44])=[O:45].[O:46]=[CH:47][N:48]([CH3:49])[CH3:50]>>[CH3:1][C:2]([C:3](=[O:4])[O:5][CH2:6][CH3:7])([CH3:8])[O:9][c:10]1[cH:11][cH:12][c:13]([CH2:16][CH2:17][N:18]([CH2:19][c:20]2[cH:21][cH:22][c:23]([O:26][C:27]([F:28])([F:29])[F:30])[cH:24][cH:25]2)[c:32]2[n:33][cH:34][c:35]([CH:36]=[O:37])[cH:38][cH:39]2)[cH:14][cH:15]1. The reactants are ice water, FC1=CC=C(C#N)C=C1 (4-fluorobenzonitrile), C([O-])([O-])=O.[K+].[K+] (potassium carbonate), OC=1C=C(C=O)C=CC1 (3-hydroxybenzaldehyde). Run in CN(C)C=O (DMF). Conditions: temperature 100 celsius, time 8 hour. The product is C(=O)C=1C=C(OC2=CC=C(C#N)C=C2)C=CC1 (4-(3-formylphenoxy)benzonitrile). RXN SMILES: F[C:2]1[CH:9]=[CH:8][C:5]([C:6]#[N:7])=[CH:4][CH:3]=1.C(=O)([O-])[O-].[K+].[K+].[OH:16][C:17]1[CH:18]=[C:19]([CH:22]=[CH:23][CH:24]=1)[CH:20]=[O:21]>CN(C=O)C>[CH:20]([C:19]1[CH:18]=[C:17]([CH:24]=[CH:23][CH:22]=1)[O:16][C:2]1[CH:9]=[CH:8][C:5]([C:6]#[N:7])=[CH:4][CH:3]=1)=[O:21] |f:1.2.3|. Reported procedure: A 1.2 g portion of 4-fluorobenzonitrile and 1.0 g of potassium carbonate were added to 25 ml DMF solution of 1.2 g of 3-hydroxybenzaldehyde and stirred overnight with heating at 100° C. The reaction solution was poured into ice water, and then work-up and purification were carried out in the standard method to obtain 1.6 g of 4-(3-formylphenoxy)benzonitrile as an oily substance. EI: 223. Starting materials: NC(C#N)(CN1N=C2C=CC(=CC2=C1)[N+](=O)[O-])C (2-amino-2-methyl-3-(5-nitro-2H-indazol-2-yl)propionitrile), FC(C1=CC=C(C(=S)Cl)C=C1)(F)F (4-trifluoromethylthiobenzoyl chloride). Product: C(#N)C(CN1N=C2C=CC(=CC2=C1)[N+](=O)[O-])(C)NC(C1=CC=C(C=C1)C(F)(F)F)=S (N-[1-Cyano-1-methyl-2-(5-nitro-2H-indazol-2-yl)ethyl]-4-trifluoromethylthiobenzamide), solid. Isolated yield 84.0%. As a reaction SMILES: [NH2:1][C:2]([CH3:18])([CH2:5][N:6]1[CH:14]=[C:13]2[C:8]([CH:9]=[CH:10][C:11]([N+:15]([O-:17])=[O:16])=[CH:12]2)=[N:7]1)[C:3]#[N:4].[F:19][C:20]([F:31])([F:30])[C:21]1[CH:29]=[CH:28][C:24]([C:25](Cl)=[S:26])=[CH:23][CH:22]=1>>[C:3]([C:2]([NH:1][C:25](=[S:26])[C:24]1[CH:23]=[CH:22][C:21]([C:20]([F:19])([F:30])[F:31])=[CH:29][CH:28]=1)([CH3:18])[CH2:5][N:6]1[CH:14]=[C:13]2[C:8]([CH:9]=[CH:10][C:11]([N+:15]([O-:17])=[O:16])=[CH:12]2)=[N:7]1)#[N:4]. Procedure details: Using a procedure similar to that described in Example 1, except using 2-amino-2-methyl-3-(5-nitro-2H-indazol-2-yl)propionitrile (62 mg, described in Example 96) and 4-trifluoromethylthiobenzoyl chloride, the title compound was isolated as a white solid (96 mg, 84%). MS (ES): M/Z [M+H]=450. 1H NMR: (400 MHz, DMSO-d6): 1.72 (s, 3H), 5.22 (q, 2H), 7.81 (d, J=9.5 Hz, 1H), 7.86-7.90 (m, 2H), 7.92-7.97 (m, 2H), 8.00-8.05 (m, 1H), 8.83 (s, 1H), 8.95 (d, J=1.9 Hz, 1H) and 9.07 (s, 1H). 19F NMR (376 MHz... The reactants are BrCC(CO)(C)C (3-bromo-2,2-dimethylpropan-1-ol), C([O-])([O-])=O.[K+].[K+] (potassium carbonate), BrC1=CC=C(C=C1)O (4-bromophenol). Solvent: CN(C)C=O (DMF). Run at temperature 90 celsius. The product is BrC1=CC=C(OCC(CO)(C)C)C=C1 (3-(4-bromophenoxy)-2,2-dimethylpropan-1-ol). Yield: 28.8%. RXN SMILES: [Br:1][C:2]1[CH:7]=[CH:6][C:5]([OH:8])=[CH:4][CH:3]=1.Br[CH2:10][C:11]([CH3:15])([CH3:14])[CH2:12][OH:13].C(=O)([O-])[O-].[K+].[K+]>CN(C=O)C>[Br:1][C:2]1[CH:7]=[CH:6][C:5]([O:8][CH2:10][C:11]([CH3:15])([CH3:14])[CH2:12][OH:13])=[CH:4][CH:3]=1 |f:2.3.4|. Procedure details: To a mixture of 4-bromophenol (300 mg, 1.74 mmol) in DMF (10 mL) was added 3-bromo-2,2-dimethylpropan-1-ol (579 mg, 3.47 mmol) and potassium carbonate (720 mg, 5.22 mmol). The mixture was degassed with nitrogen three times and heated to 90° C. for 48 h. The mixture was cooled to room temperature and then filtered. The filtrate was concentrated in vacuo to give a residue, which was purified by flash chromatography (EtOAc/petroleum ether=1:10 to 1:1) to give 3-(4-bromophenoxy)-2,2-dimethylpropan-1...